This data is from the Open Reaction Database (ORD), a public repository of structured organic reaction records. The task is: describe an organic reaction: reactants, conditions, products, and yield The reactants are O=C1c2ccccc2C(=O)N1CCCBr, C[O-], CN(C)C=O, [Na+], O, O=C1CCCc2ccc(O)cc21. Yields the product O=C1CCCc2ccc(OCCCN3C(=O)c4ccccc4C3=O)cc21. RXN SMILES: [Br:16][CH2:17][CH2:18][CH2:19][N:20]1[C:21](=[O:30])[c:22]2[c:23]([cH:26][cH:27][cH:28][cH:29]2)[C:24]1=[O:25].[CH3:13][O-:14].[CH3:32][N:33]([CH3:34])[CH:35]=[O:36].[Na+:15].[OH2:31].[OH:1][c:2]1[cH:3][cH:4][c:5]2[c:10]([cH:11]1)[C:9](=[O:12])[CH2:8][CH2:7][CH2:6]2>>[O:1]([c:2]1[cH:3][cH:4][c:5]2[c:10]([cH:11]1)[C:9](=[O:12])[CH2:8][CH2:7][CH2:6]2)[CH2:17][CH2:18][CH2:19][N:20]1[C:21](=[O:30])[c:22]2[c:23]([cH:26][cH:27][cH:28][cH:29]2)[C:24]1=[O:25]. Procedure details: To a solution of (E)-tert-butyl 3-(3-(cyclohexylmethylamino)phenyl)allylcarbamate in CH2Cl2 is added MCPBA (77%) followed by Na2CO3. The reaction mixture is stirred at room temperature until no starting material is seen by TLC. Aqueous NaHCO3 (10%) is added and the product is extracted with CH2Cl2 three times. Combined organic layers are washed with brine-NaHCO3, dried over anhydrous Na2SO4 and concentrated under reduced pressure. Purification by flash chromatography (10% to 50% EtOAc—hexanes gr... Product: C1(CCCCC1)CNC=1C=C(C=CC1)C1C(O1)CNC(OC(C)(C)C)=O (tert-butyl (3-(3-(cyclohexylmethylamino)phenyl)oxiran-2-yl)methylcarbamate). RXN SMILES: [CH:1]1([CH2:7][NH:8][C:9]2[CH:10]=[C:11](/[CH:15]=[CH:16]/[CH2:17][NH:18][C:19](=[O:25])[O:20][C:21]([CH3:24])([CH3:23])[CH3:22])[CH:12]=[CH:13][CH:14]=2)[CH2:6][CH2:5][CH2:4][CH2:3][CH2:2]1.C1C=C(Cl)C=C(C(OO)=[O:34])C=1.C([O-])([O-])=O.[Na+].[Na+].C([O-])(O)=O.[Na+]>C(Cl)Cl>[CH:1]1([CH2:7][NH:8][C:9]2[CH:10]=[C:11]([CH:15]3[O:34][CH:16]3[CH2:17][NH:18][C:19](=[O:25])[O:20][C:21]([CH3:22])([CH3:24])[CH3:23])[CH:12]=[CH:13][CH:14]=2)[CH2:2][CH2:3][CH2:4][CH2:5][CH2:6]1 |f:2.3.4,5.6|. Starting materials: C1(CCCCC1)CNC=1C=C(C=CC1)/C=C/CNC(OC(C)(C)C)=O ((E)-tert-butyl 3-(3-(cyclohexylmethylamino)phenyl)allylcarbamate), C1=CC(=CC(=C1)Cl)C(=O)OO (MCPBA), C(=O)(O)[O-].[Na+] (NaHCO3), C(=O)([O-])[O-].[Na+].[Na+] (Na2CO3). Solvent: C(Cl)Cl (CH2Cl2).